This data is from the Open Reaction Database (ORD), a public repository of structured organic reaction records. The task is: describe an organic reaction: reactants, conditions, products, and yield Starting materials: C=1C=CC(=CC1)C(=O)C2=CC=C3N2CCC3C(=O)O.C(C(CO)(CO)N)O (ketorolac tromethamine), C(CN(CC(=O)O)CC(=O)[O-])N(CC(=O)O)CC(=O)[O-].[Na+].[Na+] (EDTA disodium salt), NC(CO)(CO)CO (tromethamine), NC(CO)(CO)CO (tromethamine), C(CCCCC(=O)OC(C)C)(=O)OC(C)C (diisopropyl adipate), butylated hydroxytoluene, NC(CO)(CO)CO (Tromethamine), carbomer 940, Cl (hydrochloric acid), C=1C=CC(=CC1)C(=O)C2=CC=C3N2CCC3C(=O)O.C(C(CO)(CO)N)O (ketorolac tromethamine), Carbomer 940. Run in O (water), C(C)(C)O (isopropyl alcohol), O (water). Product: C=1C=CC(=CC1)C(=O)C2=CC=C3N2CCC3C(=O)O (ketorolac). Isolated yield 1.0%. As a reaction SMILES: [CH:1]1[CH:2]=[CH:3][C:4]([C:7]([C:9]2[N:13]3[CH2:14][CH2:15][CH:16]([C:17]([OH:19])=[O:18])[C:12]3=[CH:11][CH:10]=2)=[O:8])=[CH:5][CH:6]=1.C(O)C(N)(CO)CO.C(N(CC([O-])=O)CC(O)=O)CN(CC([O-])=O)CC(O)=O.[Na+].[Na+].NC(CO)(CO)CO.C(OC(C)C)(=O)CCCCC(OC(C)C)=O.Cl>O.C(O)(C)C>[CH:1]1[CH:6]=[CH:5][C:4]([C:7]([C:9]2[N:13]3[CH2:14][CH2:15][CH:16]([C:17]([OH:19])=[O:18])[C:12]3=[CH:11][CH:10]=2)=[O:8])=[CH:3][CH:2]=1 |f:0.1,2.3.4|. Reported procedure: The above 1.0% ketorolac topical gel formulation was prepared by dissolving the ketorolac tromethamine, EDTA disodium salt and tromethamine in purified water to form an aqueous solution. (Tromethamine was added to maintain the pH of the formulation at pH 4.2±0.2.) The diisopropyl adipate and butylated hydroxytoluene were then dissolved in the isopropyl alcohol to form an alcoholic solution. Carbomer 940 was then slowly dispersed in this alcoholic solution so as to avoid gelling. After the carbom... Starting materials: Cc1c[nH]cn1, CN(C)C=O, O=C(c1ccc(F)cc1C(F)(F)F)N1Cc2cccn2Cc2ccccc21, [H-], [Na+]. Yields the product Cc1cn(-c2ccc(C(=O)N3Cc4cccn4Cc4ccccc43)c(C(F)(F)F)c2)cn1. Reaction SMILES: [CH3:30][c:31]1[n:32][cH:33][nH:34][cH:35]1.[CH3:36][N:37]([CH3:38])[CH:39]=[O:40].[F:1][c:2]1[cH:3][c:4]([C:24]([F:25])([F:26])[F:27])[c:5]([C:8](=[O:9])[N:10]2[CH2:11][c:12]3[n:13]([cH:21][cH:22][cH:23]3)[CH2:14][c:15]3[c:16]2[cH:17][cH:18][cH:19][cH:20]3)[cH:6][cH:7]1.[H-:28].[Na+:29]>>[c:2]1(-[n:34]2[cH:33][n:32][c:31]([CH3:30])[cH:35]2)[cH:3][c:4]([C:24]([F:25])([F:26])[F:27])[c:5]([C:8](=[O:9])[N:10]2[CH2:11][c:12]3[n:13]([cH:21][cH:22][cH:23]3)[CH2:14][c:15]3[c:16]2[cH:17][cH:18][cH:19][cH:20]3)[cH:6][cH:7]1. Reaction SMILES: [Cl:1][CH2:2][CH2:3][CH2:4][O:5][C:6]1[CH:22]=[CH:21][C:9]([CH2:10][CH:11]2[CH2:20][CH2:19][C:14]3(OCC[O:15]3)[CH2:13][CH2:12]2)=[CH:8][CH:7]=1.Cl>O1CCCC1>[Cl:1][CH2:2][CH2:3][CH2:4][O:5][C:6]1[CH:22]=[CH:21][C:9]([CH2:10][CH:11]2[CH2:20][CH2:19][C:14](=[O:15])[CH2:13][CH2:12]2)=[CH:8][CH:7]=1. Yields the product ClCCCOC1=CC=C(CC2CCC(CC2)=O)C=C1 (4-[4-(3-chloropropoxy)benzyl]cyclohexanone). Yield: 100.3%. The reactants are aqueous solution, Cl (hydrochloric acid), ClCCCOC1=CC=C(CC2CCC3(OCCO3)CC2)C=C1 (8-[4-(3-chloropropoxy)benzyl]-1,4-dioxaspiro[4.5]decane). Reported procedure: A solution of 8-[4-(3-chloropropoxy)benzyl]-1,4-dioxaspiro[4.5]decane (630 mg) in a mixture of tetrahydrofuran (9.7 mL) and a 2N aqueous solution of hydrochloric acid (4.85 mL) is stirred for 20 h at room temperature, then concentrated under reduced pressure and diluted with ethyl acetate (10 mL) and alkalinized with an aqueous solution of sodium hydroxide. The organic phase is separated by decantation, washed with a saturated aqueous solution of sodium chloride, dried over magnesium sulfate and... Solvent: O1CCCC1 (tetrahydrofuran). The reactants are FC(OC=1C=C2CCN(C(C2=C(C1)F)=O)C(=O)OC(C)(C)C)F (tert-butyl 6-(difluoromethoxy)-8-fluoro-1-oxo-3,4-dihydroisoquinoline-2(1H)-carboxylate), Cl (HCl). Run at time 1 hour. Product: FC(OC=1C=C2CCNC(C2=C(C1)F)=O)F (6-(difluoromethoxy)-8-fluoro-3,4-dihydroisoquinolin-1(2H)-one). The yield is 144.2%. As a reaction SMILES: [F:1][CH:2]([F:23])[O:3][C:4]1[CH:5]=[C:6]2[C:11](=[C:12]([F:14])[CH:13]=1)[C:10](=[O:15])[N:9](C(OC(C)(C)C)=O)[CH2:8][CH2:7]2.Cl>>[F:23][CH:2]([F:1])[O:3][C:4]1[CH:5]=[C:6]2[C:11](=[C:12]([F:14])[CH:13]=1)[C:10](=[O:15])[NH:9][CH2:8][CH2:7]2. Procedure: To a mixture of 144i (2.0 g, 6.0 mmol) in EtOAC (10 mL) was added HCl in EtOAC (20 mL, 4 M) at RT. See FIG. 3. The reaction mixture was stirred at room temperature for 1 h and then concentrated under reduced pressure. The crude residue was triturated with MTBE (20 mL) to give 2.0 g (85.9%) of 6-(difluoromethoxy)-8-fluoro-3,4-dihydroisoquinolin-1(2H)-one 144j. 1H NMR (400 MHz, CDCl3) δ 6.80-6.85 (m, 2H), 6.40-6.76 (m, 1H), 6.19 (s, 1H), 3.51-3.55 (m, 2H), 2.98-3.01 (m, 2H); MS-ESI [M+H]+=232.0. Starting materials: CC(C)Oc1cncc(Br)c1, [Li]CCCC, C1CCOC1, CCOCC, CCOC(=O)N1CC2CC(=O)C(C2)C1. Product: CCOC(=O)N1CC2CC(C1)C(O)(c1cncc(OC(C)C)c1)C2. RXN SMILES: [Br:1][c:2]1[cH:3][n:4][cH:5][c:6]([O:8][CH:9]([CH3:10])[CH3:11])[cH:7]1.[CH2:12]([Li:13])[CH2:14][CH2:15][CH3:16].[CH2:36]1[O:37][CH2:38][CH2:39][CH2:40]1.[CH3:31][CH2:32][O:33][CH2:34][CH3:35].[O:17]=[C:18]1[CH:19]2[CH2:20][N:21]([C:26](=[O:27])[O:28][CH2:29][CH3:30])[CH2:22][CH:23]([CH2:24]1)[CH2:25]2>>[c:2]1([C:18]2([OH:17])[CH:19]3[CH2:20][N:21]([C:26](=[O:27])[O:28][CH2:29][CH3:30])[CH2:22][CH:23]([CH2:24]2)[CH2:25]3)[cH:3][n:4][cH:5][c:6]([O:8][CH:9]([CH3:10])[CH3:11])[cH:7]1. Starting materials: BrC1=CC2=C(C(=N1)O[C@H](C)[C@@H]1CC(NC1)=O)N(C=N2)C2CC2 ((R)-4-((R)-1-((6-bromo-3-cyclopropyl-3H-imidazo[4,5-c]pyridin-4-yl)oxy)ethyl)pyrrolidin-2-on), C(C)OC1=C(C=C(C=C1)B(O)O)OC ((4-ethoxy-3-methoxyphenyl)boronic acid), COCCOC (DME), C([O-])([O-])=O.[Na+].[Na+] (SODIUM CARBONATE). The reagents and catalysts are C=1C=CC(=CC1)[P](C=2C=CC=CC2)(C=3C=CC=CC3)[Pd]([P](C=4C=CC=CC4)(C=5C=CC=CC5)C=6C=CC=CC6)([P](C=7C=CC=CC7)(C=8C=CC=CC8)C=9C=CC=CC9)[P](C=1C=CC=CC1)(C=1C=CC=CC1)C=1C=CC=CC1 (Pd(PPh3)4). The solvent is O (water), CCOC(=O)C (EtOAc). Conditions: temperature 105 celsius. Yields the product C1(CC1)N1C=NC2=C1C(=NC(=C2)C2=CC(=C(C=C2)OCC)OC)O[C@H](C)[C@@H]2CC(NC2)=O ((R)-4-((R)-1-((3-cyclopropyl-6-(4-ethoxy-3-methoxyphenyl)-3H-imidazo[4,5-c]pyridin-4-yl)oxy)ethyl)pyrrolidin-2-one). Reaction SMILES: Br[C:2]1[N:7]=[C:6]([O:8][C@@H:9]([C@H:11]2[CH2:15][NH:14][C:13](=[O:16])[CH2:12]2)[CH3:10])[C:5]2[N:17]([CH:20]3[CH2:22][CH2:21]3)[CH:18]=[N:19][C:4]=2[CH:3]=1.[CH2:23]([O:25][C:26]1[CH:31]=[CH:30][C:29](B(O)O)=[CH:28][C:27]=1[O:35][CH3:36])[CH3:24].COCCOC.C(=O)([O-])[O-].[Na+].[Na+]>C1C=CC([P]([Pd]([P](C2C=CC=CC=2)(C2C=CC=CC=2)C2C=CC=CC=2)([P](C2C=CC=CC=2)(C2C=CC=CC=2)C2C=CC=CC=2)[P](C2C=CC=CC=2)(C2C=CC=CC=2)C2C=CC=CC=2)(C2C=CC=CC=2)C2C=CC=CC=2)=CC=1.O.CCOC(C)=O>[CH:20]1([N:17]2[C:5]3[C:6]([O:8][C@@H:9]([C@H:11]4[CH2:15][NH:14][C:13](=[O:16])[CH2:12]4)[CH3:10])=[N:7][C:2]([C:29]4[CH:30]=[CH:31][C:26]([O:25][CH2:23][CH3:24])=[C:27]([O:35][CH3:36])[CH:28]=4)=[CH:3][C:4]=3[N:19]=[CH:18]2)[CH2:22][CH2:21]1 |f:3.4.5,^1:52,54,73,92|. Reported procedure: To a 25 ml 3-neck flask with condenser and magnetic stir bar was added (R)-4-((R)-1-((6-bromo-3-cyclopropyl-3H-imidazo[4,5-c]pyridin-4-yl)oxy)ethyl)pyrrolidin-2-on (100 mg, 0.27 mmol), (4-ethoxy-3-methoxyphenyl)boronic acid (64 mg, 0.33 mmol) and Pd(PPh3)4 (32 mg, 0.027 mmol) then evacuated and filled with N2 3×. Added 2 mL DME and 2N SODIUM CARBONATE (0.41 ml, 0.82 mmol) via syringe and heated in a 105° C. oil bath for 2 hrs at which time LC-MS indicated a complete reaction. Let cool, added EtO...